Dataset: the Open Reaction Database (ORD), a public repository of structured organic reaction records. Task: describe an organic reaction: reactants, conditions, products, and yield Reaction SMILES: [CH2:1]([C:5]1=[CH:6][N:7]([C:24]([CH3:27])([CH3:26])[CH3:25])[S:8]/[C:9]/1=[N:10]\[C:11]([C@:13]1([CH3:23])[CH2:17][CH2:16][C@H:15]([C:18]([OH:20])=O)[C:14]1([CH3:22])[CH3:21])=[O:12])[CH2:2][CH2:3][CH3:4].Cl.[CH3:29][NH2:30]>>[CH2:1]([C:5]1=[CH:6][N:7]([C:24]([CH3:26])([CH3:25])[CH3:27])[S:8]/[C:9]/1=[N:10]\[C:11]([C@:13]1([CH3:23])[CH2:17][CH2:16][C@H:15]([C:18]([NH:30][CH3:29])=[O:20])[C:14]1([CH3:22])[CH3:21])=[O:12])[CH2:2][CH2:3][CH3:4] |f:1.2|. Reactants: C(CCC)C/1=CN(S\C1=N/C(=O)[C@]1(C([C@H](CC1)C(=O)O)(C)C)C)C(C)(C)C ((1S,3R)-3-({[(5Z)-4-butyl-2-tert-butylisothiazol-5(2H)-ylidene]amino}carbonyl)-2,2,3-trimethylcyclopentanecarboxylic acid), Cl.CN (methylamine hydrochloride). The product is C(CCC)C/1=CN(S\C1=N/C(=O)[C@]1(C([C@H](CC1)C(=O)NC)(C)C)C)C(C)(C)C ((1R,3S)—N1-[(5Z)-4-butyl-2-tert-butylisothiazol-5(2H)-ylidene]-N3,1,2,2-tetramethylcyclopentane-1,3-dicarboxamide). Reported procedure: The product from Example 173 and methylamine hydrochloride (Aldrich) were processed using the method described in Example 178 to afford the title compound. 1H NMR (DMSO-d6) δ 0.47 (s, 3H), 0.90 (t, J=7.3 Hz, 3H), 1.19 (s, 3H), 1.22 (s, 3H), 1.26-1.33 (m, 2H), 1.36-1.45 (m, 1H), 1.57 (s, 9H), 1.57-1.68 (m, 3H), 1.96-2.08 (m, 1H), 2.57 (d, J=4.7 Hz, 3H), 2.60-2.67 (m, 3H), 2.72-2.83 (m, 1H), 4.78 (q, J=4.5 Hz, 1H), 8.50 (s, 1H). MS (ESI+) m/z 408 (M+H)+. Anal. calcd. for C22H37N3O2S: C, 64.83; H, ...